Task: describe an organic reaction: reactants, conditions, products, and yield. Dataset: the Open Reaction Database (ORD), a public repository of structured organic reaction records Starting materials: CS(C)=O, CC(C)(C)OC(=O)N1CCC(Nc2cc(-c3cccc(F)n3)c(Cl)cn2)CC1, NCc1cccc(F)c1. The product is CC(C)(C)OC(=O)N1CCC(Nc2cc(-c3cccc(NCc4cccc(F)c4)n3)c(Cl)cn2)CC1. As a reaction SMILES: [CH3:38][S:39]([CH3:40])=[O:41].[Cl:1][c:2]1[c:3](-[c:22]2[n:23][c:24]([F:28])[cH:25][cH:26][cH:27]2)[cH:4][c:5]([NH:8][CH:9]2[CH2:10][CH2:11][N:12]([C:15](=[O:16])[O:17][C:18]([CH3:19])([CH3:20])[CH3:21])[CH2:13][CH2:14]2)[n:6][cH:7]1.[F:29][c:30]1[cH:31][c:32]([CH2:36][NH2:37])[cH:33][cH:34][cH:35]1>>[Cl:1][c:2]1[c:3](-[c:22]2[n:23][c:24]([NH:37][CH2:36][c:32]3[cH:31][c:30]([F:29])[cH:35][cH:34][cH:33]3)[cH:25][cH:26][cH:27]2)[cH:4][c:5]([NH:8][CH:9]2[CH2:10][CH2:11][N:12]([C:15](=[O:16])[O:17][C:18]([CH3:19])([CH3:20])[CH3:21])[CH2:13][CH2:14]2)[n:6][cH:7]1. The reactants are CC(C)([O-])C.[K+] (Potassium tert-butoxide), OC=1C=C2C=CNC2=CC1 (5-hydroxy-indole), C(C1=CC=CC=C1)OC(=O)N1CCC(CC1)=O (1-Benzyloxycarbonyl-4-piperidone). Solvent: C(C)(=O)OCC (ethyl acetate), C(C)(C)(C)O (tert-butyl alcohol). Run at time 16 hour. Product: OC=1C=C2C(=CNC2=CC1)C=1CCNCC1 (4-(5-hydroxyindol-3-yl)-1,2,3,6-tetrahydropyridine). The yield is 92.0%. As a reaction SMILES: CC(C)([O-])C.[K+].[OH:7][C:8]1[CH:9]=[C:10]2[C:14](=[CH:15][CH:16]=1)[NH:13][CH:12]=[CH:11]2.C(OC([N:27]1[CH2:32][CH2:31][C:30](=O)[CH2:29][CH2:28]1)=O)C1C=CC=CC=1>C(O)(C)(C)C.C(OCC)(=O)C>[OH:7][C:8]1[CH:9]=[C:10]2[C:14](=[CH:15][CH:16]=1)[NH:13][CH:12]=[C:11]2[C:30]1[CH2:31][CH2:32][NH:27][CH2:28][CH:29]=1 |f:0.1|. Procedure details: Potassium tert-butoxide (2.81 g, 25.02 mmol) was added to a solution of 5-hydroxy-indole (1.11 g, 8.34 mmol) in tert-butyl alcohol. 1-Benzyloxycarbonyl-4-piperidone (3.89 g, 16.67 mmol) was added to the purple reaction mixture at RT. After 16 h, the reaction mixture was diluted with ethyl acetate (100 ml) and washed with saturated sodium bicarbonate, brine, dried over MgSO4 and concentrated in vacuo. The residue was chromatographed (SiO2, 25-45% ethyl acetate/hexanes) to give 4-(5-hydroxyindol-3...